From a dataset of the Open Reaction Database (ORD), a public repository of structured organic reaction records. describe an organic reaction: reactants, conditions, products, and yield Starting materials: [Li]CCCC, CC(C)=O, CC(=O)O, Oc1cc2ccsc2c(Cl)c1Cl, C1CCOC1, O. Product: CC(C)(O)c1cc2cc(O)c(Cl)c(Cl)c2s1. Reaction SMILES: [CH2:13]([Li:14])[CH2:15][CH2:16][CH3:17].[CH3:18][C:19]([CH3:20])=[O:21].[CH3:28][C:29](=[O:30])[OH:31].[Cl:1][c:2]1[c:3]([OH:12])[cH:4][c:5]2[c:6]([s:7][cH:8][cH:9]2)[c:10]1[Cl:11].[O:23]1[CH2:24][CH2:25][CH2:26][CH2:27]1.[OH2:22]>>[Cl:1][c:2]1[c:3]([OH:12])[cH:4][c:5]2[c:6]([s:7][c:8]([C:19]([CH3:18])([CH3:20])[OH:21])[cH:9]2)[c:10]1[Cl:11]. Reactants: C(NN)(=O)OC(C)(C)C (tert-butyl carbazate), C(C)(C)N(CC)C(C)C (IPEA), C=1C=CC2=C(C1)N=NN2O (HOBT), ClCCCC(C(=O)O)C1=CC=C(C=C1)F (5-chloro-2-(4-fluorophenyl)pentanoic acid), Cl (hydrochloric acid). Solvent: CN(C)C=O (DMF), C(CCl)Cl (EDC), C(C)(=O)OCC (Ethyl acetate). Product: ClCCCC(C(=O)NNC(=O)OC(C)(C)C)C1=CC=C(C=C1)F (tert-butyl N′-[5-chloro-2-(4-fluorophenyl)pentanoyl]hydrazinecarboxylate). Isolated yield 70.6%. RXN SMILES: C(N(C(C)C)CC)(C)C.C1C=CC2N(O)N=NC=2C=1.[Cl:20][CH2:21][CH2:22][CH2:23][CH:24]([C:28]1[CH:33]=[CH:32][C:31]([F:34])=[CH:30][CH:29]=1)[C:25]([OH:27])=O.[C:35]([O:39][C:40]([CH3:43])([CH3:42])[CH3:41])(=[O:38])[NH:36][NH2:37].Cl>CN(C=O)C.C(OCC)(=O)C.C(Cl)CCl>[Cl:20][CH2:21][CH2:22][CH2:23][CH:24]([C:28]1[CH:33]=[CH:32][C:31]([F:34])=[CH:30][CH:29]=1)[C:25]([NH:37][NH:36][C:35]([O:39][C:40]([CH3:43])([CH3:42])[CH3:41])=[O:38])=[O:27]. Reported procedure: IPEA (2.22 mL), HOBT (573 mg) and EDC (813 mg) were added to a solution of 5-chloro-2-(4-fluorophenyl)pentanoic acid (490 mg) synthesized according to the method described in Tetrahedron Letters, 2003, vol. 44, p. 365 and tert-butyl carbazate (420 mg) in DMF (5 mL), and the reaction solution was stirred at room temperature for 12 hours. Ethyl acetate and 1 N aqueous hydrochloric acid were added to the reaction solution, and the organic layer was separated. The resulting organic layer was washed ... Starting materials: C(C=1C(S)=CC=CC1)(=O)O (Thiosalicylic acid), S(C1=CC=CC=C1)CCCCCCBr (6-thio-phenoxyhexylbromide), C([O-])([O-])=O.[K+].[K+] (Potassium carbonate). Solvent: CN(C=O)C (dimethylformamide). Conditions: temperature 100 celsius. The product is S(C1=CC=CC=C1)CCCCCCSC1=C(C(=O)O)C=CC=C1 (2-(6-thiophenoxyhexylthio)-benzoic acid). RXN SMILES: [C:1]([OH:10])(=[O:9])[C:2]1[C:3](=[CH:5][CH:6]=[CH:7][CH:8]=1)[SH:4].[S:11]([CH2:18][CH2:19][CH2:20][CH2:21][CH2:22][CH2:23]Br)[C:12]1[CH:17]=[CH:16][CH:15]=[CH:14][CH:13]=1.C(=O)([O-])[O-].[K+].[K+]>CN(C)C=O>[S:11]([CH2:18][CH2:19][CH2:20][CH2:21][CH2:22][CH2:23][S:4][C:3]1[CH:5]=[CH:6][CH:7]=[CH:8][C:2]=1[C:1]([OH:10])=[O:9])[C:12]1[CH:17]=[CH:16][CH:15]=[CH:14][CH:13]=1 |f:2.3.4|. Reported procedure: Thiosalicylic acid (1.2 g, 0.008 mole) and 6-thio-phenoxyhexylbromide (2.5 g, 0.009 mole) are dissolved in dimethylformamide (50 ml) and the solution is stirred under argon. Potassium carbonate (1.5 g, 0.011 mole) is added carefully to the reaction. After the addition is complete the mixture is slowly warmed to 100° C. The solvents are evaporated, and the residue is dissolved in water, acidified with dilute hydrochloric acid, extracted with ethyl acetate, dried over anhydrous sodium sulfate, fil...